Dataset: the Open Reaction Database (ORD), a public repository of structured organic reaction records. Task: describe an organic reaction: reactants, conditions, products, and yield The reactants are BrC=1C=C2C(=NC1)N(N=C2C)CC2=CC=C(C=C2)OC (5-bromo-1-(4-methoxybenzyl)-3-methyl-1H-pyrazolo[3,4-b]pyridine), ClC1=NC(=CC=C1)B1OC(C(O1)(C)C)(C)C (2-chloro-6-(4,4,5,5-tetramethyl-1,3,2-dioxaborolan-2-yl)pyridine), C(=O)([O-])[O-].[Cs+].[Cs+] (Cs2CO3), crude material, C(C)(=O)OCC (ethyl acetate). Reagents/catalysts: C=1C=CC(=CC1)[P](C=2C=CC=CC2)(C=3C=CC=CC3)[Pd]([P](C=4C=CC=CC4)(C=5C=CC=CC5)C=6C=CC=CC6)([P](C=7C=CC=CC7)(C=8C=CC=CC8)C=9C=CC=CC9)[P](C=1C=CC=CC1)(C=1C=CC=CC1)C=1C=CC=CC1 (Pd(PPh3)4). Solvent: COCCOC (1,2-dimethoxyethane), CCCCCC (hexane). Reaction conditions: temperature 100 celsius. Product: ClC1=CC=CC(=N1)C=1C=C2C(=NC1)N(N=C2C)CC2=CC=C(C=C2)OC (5-(6-chloropyridin-2-yl)-1-(4-methoxybenzyl)-3-methyl-1H-pyrazolo[3,4-b]pyridine). Yield: 39.3%. Reaction SMILES: Br[C:2]1[CH:3]=[C:4]2[C:10]([CH3:11])=[N:9][N:8]([CH2:12][C:13]3[CH:18]=[CH:17][C:16]([O:19][CH3:20])=[CH:15][CH:14]=3)[C:5]2=[N:6][CH:7]=1.[Cl:21][C:22]1[CH:27]=[CH:26][CH:25]=[C:24](B2OC(C)(C)C(C)(C)O2)[N:23]=1.C([O-])([O-])=O.[Cs+].[Cs+].C(OCC)(=O)C>COCCOC.CCCCCC.C1C=CC([P]([Pd]([P](C2C=CC=CC=2)(C2C=CC=CC=2)C2C=CC=CC=2)([P](C2C=CC=CC=2)(C2C=CC=CC=2)C2C=CC=CC=2)[P](C2C=CC=CC=2)(C2C=CC=CC=2)C2C=CC=CC=2)(C2C=CC=CC=2)C2C=CC=CC=2)=CC=1>[Cl:21][C:22]1[N:23]=[C:24]([C:2]2[CH:3]=[C:4]3[C:10]([CH3:11])=[N:9][N:8]([CH2:12][C:13]4[CH:18]=[CH:17][C:16]([O:19][CH3:20])=[CH:15][CH:14]=4)[C:5]3=[N:6][CH:7]=2)[CH:25]=[CH:26][CH:27]=1 |f:2.3.4,^1:64,66,85,104|. Procedure details: To a stirred solution of 5-bromo-1-(4-methoxybenzyl)-3-methyl-1H-pyrazolo[3,4-b]pyridine (7) (139 mg, 0.418 mmol) in 1,2-dimethoxyethane (10 mL) was added 2-chloro-6-(4,4,5,5-tetramethyl-1,3,2-dioxaborolan-2-yl)pyridine (99) (100 mg, 0.418 mmol) and Cs2CO3 (32 mg, 0.104 mmol). The resulting reaction mixture was degassed, purged with N2 for 15 min, Pd(PPh3)4 (19 mg, 0.0167 mmol) was added and the mixture purged again under nitrogen for another 15 min. The reaction mass was heated at 100° C. in a ... The reactants are CN(C(=O)N(C)C1CNCC1c1ccc(F)cc1)c1cc(Br)cc(C(F)(F)F)c1, COC(=O)NC1CCC(C(=O)O)CC1, Cl. The product is COC(=O)NC1CCC(C(=O)N2CC(c3ccc(F)cc3)C(N(C)C(=O)N(C)c3cc(Br)cc(C(F)(F)F)c3)C2)CC1. Reaction SMILES: [Br:2][c:3]1[cH:4][c:5]([N:13]([C:14](=[O:15])[N:16]([CH3:17])[CH:18]2[CH2:19][NH:20][CH2:21][CH:22]2[c:23]2[cH:24][cH:25][c:26]([F:29])[cH:27][cH:28]2)[CH3:30])[cH:6][c:7]([C:9]([F:10])([F:11])[F:12])[cH:8]1.[CH3:31][O:32][C:33](=[O:34])[NH:35][CH:36]1[CH2:37][CH2:38][CH:39]([C:42](=[O:43])[OH:44])[CH2:40][CH2:41]1.[ClH:1]>>[Br:2][c:3]1[cH:4][c:5]([N:13]([C:14](=[O:15])[N:16]([CH3:17])[CH:18]2[CH2:19][N:20]([C:42]([CH:39]3[CH2:38][CH2:37][CH:36]([NH:35][C:33]([O:32][CH3:31])=[O:34])[CH2:41][CH2:40]3)=[O:43])[CH2:21][CH:22]2[c:23]2[cH:24][cH:25][c:26]([F:29])[cH:27][cH:28]2)[CH3:30])[cH:6][c:7]([C:9]([F:10])([F:11])[F:12])[cH:8]1. Starting materials: COC(=O)C1=CC(=C(C=C1)S(=O)(=O)Cl)OC (4- methoxycarbonyl-2-methoxybenzenesulfonyl chloride), [H-].[Na+] (sodium hydride), C(C)OC1=CC2=C(NC(N2C2CCOCC2)=O)C=C1 (5- ethoxy-1,3-dihydro-3-(tetrahydropyran-4-yl)-2H-benzimidazol-2-one), C1CCOC1 (THF). Solvent: CN(C)C=O (DMF), O (water). Reaction conditions: time 30 minute. The product is C(C)OC1=CC2=C(N(C(N2C2CCOCC2)=O)S(=O)(=O)C2=C(C=C(C(=O)OC)C=C2)OC)C=C1 (Methyl 4-[5-ethoxy-2,3-dihydro-3-(tetrahydropyran-4-yl)-2-oxo-1H-benzimidazol-1-yl]sulfonyl-3-methoxybenzoate). Yield: 60.4%. RXN SMILES: [H-].[Na+].[CH2:3]([O:5][C:6]1[CH:21]=[CH:20][C:9]2[NH:10][C:11](=[O:19])[N:12]([CH:13]3[CH2:18][CH2:17][O:16][CH2:15][CH2:14]3)[C:8]=2[CH:7]=1)[CH3:4].C1COCC1.[CH3:27][O:28][C:29]([C:31]1[CH:36]=[CH:35][C:34]([S:37](Cl)(=[O:39])=[O:38])=[C:33]([O:41][CH3:42])[CH:32]=1)=[O:30]>O.CN(C=O)C>[CH2:3]([O:5][C:6]1[CH:21]=[CH:20][C:9]2[N:10]([S:37]([C:34]3[CH:35]=[CH:36][C:31]([C:29]([O:28][CH3:27])=[O:30])=[CH:32][C:33]=3[O:41][CH3:42])(=[O:39])=[O:38])[C:11](=[O:19])[N:12]([CH:13]3[CH2:14][CH2:15][O:16][CH2:17][CH2:18]3)[C:8]=2[CH:7]=1)[CH3:4] |f:0.1|. Procedure details: 0.18 g of sodium hydride as a 60% dispersion in oil is added in portions to a mixture of 1 g of 5- ethoxy-1,3-dihydro-3-(tetrahydropyran-4-yl)-2H-benzimidazol-2-one, 30 ml of THF and 20 ml of DMF and the mixture is stirred for 30 minutes at RT. 1.2 g of 4- methoxycarbonyl-2-methoxybenzenesulfonyl chloride are then added and the mixture is stirred for 3 hours at RT. The reaction mixture is poured into 200 ml of water and the precipitate formed is filtered off and washed with iso ether to give 1.1... Conditions: time 8 hour. The reactants are C1(=CC=CC=C1)P(C1=CC=CC=C1)C1=CC=CC=C1 (triphenylphosphine), BrCBr (dibromomethane). The solvent is C1(=CC=CC=C1)C (toluene). Procedure details: Under a nitrogen atmosphere, a stirred solution of 215.0 grams (0.82 mole) of triphenylphosphine and 115 mL (1.64 moles) of dibromomethane in 600 mL of toluene was heated at reflux for about eight hours. After this time a solid was collected by filtration. The filtrate was again heated to reflux where it stirred for an additional eight hours. The mixture was cooled and additional solid was collected by filtration. The two solids were combined, yielding about 280 grams of bromomethyl triphenylpho... Yields the product [Br-].BrC[P+](C1=CC=CC=C1)(C1=CC=CC=C1)C1=CC=CC=C1 (bromomethyl triphenylphosphonium bromide). Reaction SMILES: [C:1]1([P:7]([C:14]2[CH:19]=[CH:18][CH:17]=[CH:16][CH:15]=2)[C:8]2[CH:13]=[CH:12][CH:11]=[CH:10][CH:9]=2)[CH:6]=[CH:5][CH:4]=[CH:3][CH:2]=1.[Br:20][CH2:21][Br:22]>C1(C)C=CC=CC=1>[Br-:20].[Br:22][CH2:21][P+:7]([C:8]1[CH:9]=[CH:10][CH:11]=[CH:12][CH:13]=1)([C:14]1[CH:19]=[CH:18][CH:17]=[CH:16][CH:15]=1)[C:1]1[CH:2]=[CH:3][CH:4]=[CH:5][CH:6]=1 |f:3.4|. The yield is 78.3%. Reactants: O=C(O)Cc1ccccc1, COc1ccc(CC(=O)O)cc1O, c1ccccc1. Yields the product COc1ccc(CC(=O)O)c(CO)c1O. Reaction SMILES: [OH:14][C:15]([CH2:16][c:17]1[cH:18][cH:19][cH:20][cH:21][cH:22]1)=[O:23].[OH:1][c:2]1[cH:3][c:4]([CH2:10][C:11](=[O:12])[OH:13])[cH:5][cH:6][c:7]1[O:8][CH3:9].[cH:24]1[cH:25][cH:26][cH:27][cH:28][cH:29]1>>[OH:1][c:2]1[c:3]([CH2:15][OH:14])[c:4]([CH2:10][C:11](=[O:12])[OH:13])[cH:5][cH:6][c:7]1[O:8][CH3:9].